The task is: describe an organic reaction: reactants, conditions, products, and yield. This data is from the Open Reaction Database (ORD), a public repository of structured organic reaction records. Reactants: CCO, CC[O-], CCO, CC(=O)CCNC(=O)Cc1ccc(F)cc1, [Na+]. Yields the product CC1=C(c2ccc(F)cc2)C(=O)NCC1. As a reaction SMILES: [CH2:17]([OH:18])[CH3:19].[CH3:20][CH2:21][O-:22].[CH3:24][CH2:25][OH:26].[F:1][c:2]1[cH:3][cH:4][c:5]([CH2:8][C:9](=[O:10])[NH:11][CH2:12][CH2:13][C:14]([CH3:15])=[O:16])[cH:6][cH:7]1.[Na+:23]>>[F:1][c:2]1[cH:3][cH:4][c:5]([C:8]2=[C:14]([CH3:15])[CH2:13][CH2:12][NH:11][C:9]2=[O:10])[cH:6][cH:7]1. Starting materials: ClC1=CC(=NC(=N1)N[C@@H](C)C1=NC=C(C=C1)F)NC1=NNC(=C1)C (6-chloro-N2-[(1S)-1-(5-fluoropyridin-2-yl)ethyl]-N4-(5-methyl-1H-pyrazol-3-yl)pyrimidine-2,4-diamine), N1CCOCC1 (morpholine), CCN(C(C)C)C(C)C (DIEA). Run in CCCCO (n-BuOH). Run at temperature 140 celsius. Yields the product FC=1C=CC(=NC1)[C@H](C)NC1=NC(=CC(=N1)NC1=NNC(=C1)C)N1CCOCC1 (N2-[(1S)-1-(5-Fluoropyridin-2-yl)ethyl]-N4-(5-methyl-1H-pyrazol-3-yl)-6-morpholin-4-ylpyrimidine-2,4-diamine). Reaction SMILES: Cl[C:2]1[N:7]=[C:6]([NH:8][C@H:9]([C:11]2[CH:16]=[CH:15][C:14]([F:17])=[CH:13][N:12]=2)[CH3:10])[N:5]=[C:4]([NH:18][C:19]2[CH:23]=[C:22]([CH3:24])[NH:21][N:20]=2)[CH:3]=1.[NH:25]1[CH2:30][CH2:29][O:28][CH2:27][CH2:26]1.CCN(C(C)C)C(C)C>CCCCO>[F:17][C:14]1[CH:15]=[CH:16][C:11]([C@@H:9]([NH:8][C:6]2[N:5]=[C:4]([NH:18][C:19]3[CH:23]=[C:22]([CH3:24])[NH:21][N:20]=3)[CH:3]=[C:2]([N:25]3[CH2:30][CH2:29][O:28][CH2:27][CH2:26]3)[N:7]=2)[CH3:10])=[N:12][CH:13]=1. Procedure: A mixture of 6-chloro-N2-[(1S)-1-(5-fluoropyridin-2-yl)ethyl]-N4-(5-methyl-1H-pyrazol-3-yl)pyrimidine-2,4-diamine (Example 37; 174 mg, 0.5 mmol), morpholine (0.8 ml) and DIEA (0.13 ml) in n-BuOH (3 ml) was heated to 140° C. for 4 hrs. The solvent was removed under reduced pressure and the residue was purified by Gilson (10-50% acetonitrile/H2O, 15 min) to give the title compound as solid (103 mg). 1H NMR: 11.09 (s, 1H), 9.21 (s, 1H), 8.36-8.66 (m, 1H), 7.74 (ddd, 1H), 7.55 (dd, 1H), 5.80-5.84 (m... Starting materials: C(C)(C)(C)OC(=O)C1CC2=C(CN1)OC(=N2)C=O (6-(tert-butoxycarbonyl)-2-formyl-4,5,6,7-tetrahydrooxazol[5,4-c]pyridine), [C-]#N.[Na+] (sodium cyanide), CO (methanol). The reagents and catalysts are [O-2].[O-2].[Mn+4] (manganese dioxide). Conditions: time 30 minute. The product is C(C)(C)(C)OC(=O)C1CC2=C(CN1)OC(=N2)C(=O)OC (6-(tert-Butoxycarbonyl)-2-methoxycarbonyl-4,5,6,7-tetrahydrooxazol[5,4-c]pyridine). RXN SMILES: [C:1]([O:5][C:6]([CH:8]1[NH:13][CH2:12][C:11]2[O:14][C:15]([CH:17]=[O:18])=[N:16][C:10]=2[CH2:9]1)=[O:7])([CH3:4])([CH3:3])[CH3:2].[C-]#N.[Na+].[CH3:22][OH:23]>[O-2].[O-2].[Mn+4]>[C:1]([O:5][C:6]([CH:8]1[NH:13][CH2:12][C:11]2[O:14][C:15]([C:17]([O:23][CH3:22])=[O:18])=[N:16][C:10]=2[CH2:9]1)=[O:7])([CH3:4])([CH3:2])[CH3:3] |f:1.2,4.5.6|. Reported procedure: To a solution of 6-(tert-butoxycarbonyl)-2-formyl-4,5,6,7-tetrahydrooxazol[5,4-c]pyridine (225 mg) in methanol (9.0 ml) were added sodium cyanide (220 mg) and manganese dioxide (780 mg) at room temperature, followed by stirring for 30 minutes. The reaction mixture was subjected to Celite filtration by using ethyl acetate. The filtrate was washed with water (50 ml) and saturated saline (50 ml), dried over anhydrous sodium sulfate and distilled under reduced pressure to remove the solvent. The res... The reactants are CCOC(=O)C(Cc1ccc(-c2ccno2)cc1)NC(=O)c1cc(C)cc(C)c1, CI, CN(C)C=O, [H-], [Na+], O. RXN SMILES: [CH2:1]([CH3:2])[O:3][C:4]([CH:5]([NH:6][C:7]([c:8]1[cH:9][c:10]([CH3:15])[cH:11][c:12]([CH3:14])[cH:13]1)=[O:16])[CH2:17][c:18]1[cH:19][cH:20][c:21](-[c:24]2[cH:25][cH:26][n:27][o:28]2)[cH:22][cH:23]1)=[O:29].[CH3:30][I:31].[CH3:35][N:36]([CH3:37])[CH:38]=[O:39].[H-:32].[Na+:33].[OH2:34]>>[CH2:1]([CH3:2])[O:3][C:4]([CH:5]([N:6]([C:7]([c:8]1[cH:9][c:10]([CH3:15])[cH:11][c:12]([CH3:14])[cH:13]1)=[O:16])[CH3:30])[CH2:17][c:18]1[cH:19][cH:20][c:21](-[c:24]2[cH:25][cH:26][n:27][o:28]2)[cH:22][cH:23]1)=[O:29]. Yields the product CCOC(=O)C(Cc1ccc(-c2ccno2)cc1)N(C)C(=O)c1cc(C)cc(C)c1. The reactants are CCCCCC(CCCC(CCCCCCC(=O)OC)(C(=O)OC)S(C)(=O)=O)OC(C)=O, CS(C)=O, [Cl-], Cl, [Na+], O. Product: CCCCCC(CCCC(CCCCCCC(=O)OC)S(C)(=O)=O)OC(C)=O. As a reaction SMILES: [CH3:1][O:2][C:3](=[O:4])[C:5]([CH2:6][CH2:7][CH2:8][CH2:9][CH2:10][CH2:11][C:12](=[O:13])[O:14][CH3:15])([CH2:16][CH2:17][CH2:18][CH:19]([CH2:20][CH2:21][CH2:22][CH2:23][CH3:24])[O:25][C:26]([CH3:27])=[O:28])[S:29](=[O:30])(=[O:31])[CH3:32].[CH3:35][S:36]([CH3:37])=[O:38].[Cl-:34].[ClH:39].[Na+:33].[OH2:40]>>[CH:5]([CH2:6][CH2:7][CH2:8][CH2:9][CH2:10][CH2:11][C:12](=[O:13])[O:14][CH3:15])([CH2:16][CH2:17][CH2:18][CH:19]([CH2:20][CH2:21][CH2:22][CH2:23][CH3:24])[O:25][C:26]([CH3:27])=[O:28])[S:29](=[O:30])(=[O:31])[CH3:32]. Reactants: O=C([O-])[O-], COC(=O)c1cc(COc2ccc(B3OC(C)(C)C(C)(C)O3)cc2)c(C)o1, Cl[Pd]Cl, Cl, [Cs+], [Cs+], COc1ccc(I)nc1, O, C1COCCO1. The product is COC(=O)c1cc(COc2ccc(-c3ccc(OC)cn3)cc2)c(C)o1. As a reaction SMILES: [C:28](=[O:29])([O-:30])[O-:31].[CH3:1][O:2][C:3](=[O:4])[c:5]1[o:6][c:7]([CH3:27])[c:8]([CH2:10][O:11][c:12]2[cH:13][cH:14][c:15]([B:18]3[O:19][C:20]([CH3:21])([CH3:22])[C:23]([CH3:24])([CH3:25])[O:26]3)[cH:16][cH:17]2)[cH:9]1.[Cl:51][Pd:52][Cl:53].[ClH:44].[Cs+:32].[Cs+:33].[I:34][c:35]1[n:36][cH:37][c:38]([O:41][CH3:42])[cH:39][cH:40]1.[O:43].[O:45]1[CH2:46][CH2:47][O:48][CH2:49][CH2:50]1>>[CH3:1][O:2][C:3](=[O:4])[c:5]1[o:6][c:7]([CH3:27])[c:8]([CH2:10][O:11][c:12]2[cH:13][cH:14][c:15](-[c:35]3[n:36][cH:37][c:38]([O:41][CH3:42])[cH:39][cH:40]3)[cH:16][cH:17]2)[cH:9]1. The reactants are C(C)(C)(C)OC(NC1(COC(OC1)(C)C)CCC1=CC(=C(C=C1)OCCCC1=CC(=CC=C1)C(F)(F)F)C(F)(F)F)=O ([2,2-dimethyl-5-(2-{3-trifluoromethyl-4-[3-(3-trifluoromethylphenyl)propoxy]phenyl}ethyl)-1,3-dioxan-5-yl]carbamic acid t-butyl ester), Cl (hydrochloric acid). Solvent: C(C)O (ethanol). Conditions: temperature 80 celsius, time 2.5 hour. The product is Cl.NC(CO)(CO)CCC1=CC(=C(C=C1)OCCCC1=CC(=CC=C1)C(F)(F)F)C(F)(F)F (2-amino-2-(2-{3-trifluoromethyl-4-[3-(3-trifluoromethylphenyl)propoxy]phenyl}ethyl)propane-1,3-diol hydrochloride). As a reaction SMILES: C(OC(=O)[NH:7][C:8]1([CH2:16][CH2:17][C:18]2[CH:23]=[CH:22][C:21]([O:24][CH2:25][CH2:26][CH2:27][C:28]3[CH:33]=[CH:32][CH:31]=[C:30]([C:34]([F:37])([F:36])[F:35])[CH:29]=3)=[C:20]([C:38]([F:41])([F:40])[F:39])[CH:19]=2)[CH2:13][O:12]C(C)(C)[O:10][CH2:9]1)(C)(C)C.[ClH:43]>C(O)C>[ClH:43].[NH2:7][C:8]([CH2:16][CH2:17][C:18]1[CH:23]=[CH:22][C:21]([O:24][CH2:25][CH2:26][CH2:27][C:28]2[CH:33]=[CH:32][CH:31]=[C:30]([C:34]([F:35])([F:36])[F:37])[CH:29]=2)=[C:20]([C:38]([F:39])([F:40])[F:41])[CH:19]=1)([CH2:13][OH:12])[CH2:9][OH:10] |f:3.4|. Reported procedure: Compound 12-3 (810 mg) was dissolved in ethanol (20 ml), concentrated hydrochloric acid (2 ml) was added, and the mixture was stirred at 80° C. for 2.5 hr. The reaction mixture was concentrated, and the residue was washed with diethyl ether to give the object product (600 mg) as a white powder.